Dataset: the Open Reaction Database (ORD), a public repository of structured organic reaction records. Task: describe an organic reaction: reactants, conditions, products, and yield The reactants are [H-].[Na+] (NaH), C(C)(C)(C)OC(NCC1CCCC2=C(C=CC=C12)OC1=NC=C(C=C1)C#N)=O ([5-(5-cyanopyridin-2-yloxy)-1,2,3,4-tetrahydro-naphthalen-1-ylmethyl]-carbamic acid tert-butyl ester), C(C)(C)(C)OC(NCC1CCCC2=C(C=CC=C12)OC1=NC=C(C=C1)C#N)=O ([5-(5-cyanopyridin-2-yloxy)-1,2,3,4-tetrahydro-naphthalen-1-ylmethyl]-carbamic acid tert-butyl ester), CN(C)C=O (DMF), BrCCCC(C)C (1-bromo-4-methylpentane). Run in O (water). Reaction conditions: time 20 minute. Yields the product C(C)(C)(C)OC(N(CCCC(C)C)CC1CCCC2=C(C=CC=C12)OC1=NC=C(C=C1)C#N)=O ([5-(5-cyano-pyridin-2-yloxy)-1,2,3,4-tetrahydro-naphthalen-1-ylmethyl]-(4-methyl-pentyl)carbamic acid tert-butyl ester). The yield is 47.9%. As a reaction SMILES: [H-].[Na+].[C:3]([O:7][C:8](=[O:30])[NH:9][CH2:10][CH:11]1[C:20]2[C:15](=[C:16]([O:21][C:22]3[CH:27]=[CH:26][C:25]([C:28]#[N:29])=[CH:24][N:23]=3)[CH:17]=[CH:18][CH:19]=2)[CH2:14][CH2:13][CH2:12]1)([CH3:6])([CH3:5])[CH3:4].CN(C=O)C.Br[CH2:37][CH2:38][CH2:39][CH:40]([CH3:42])[CH3:41]>O>[C:3]([O:7][C:8](=[O:30])[N:9]([CH2:10][CH:11]1[C:20]2[C:15](=[C:16]([O:21][C:22]3[CH:27]=[CH:26][C:25]([C:28]#[N:29])=[CH:24][N:23]=3)[CH:17]=[CH:18][CH:19]=2)[CH2:14][CH2:13][CH2:12]1)[CH2:37][CH2:38][CH2:39][CH:40]([CH3:42])[CH3:41])([CH3:6])([CH3:4])[CH3:5] |f:0.1|. Procedure: Add NaH (60% oil suspension, 30 mg, 0.750 mmol) to a solution of [5-(5-cyanopyridin-2-yloxy)-1,2,3,4-tetrahydro-naphthalen-1-ylmethyl]-carbamic acid tert-butyl ester (Intermediate 22, 189 mg, 0.500 mmol) and DMF (5 ml) stirring at ambient temperature under nitrogen. After 20 minutes, add 1-bromo-4-methylpentane (247 mg, 1.50 mmol) and beat the mixture at 60° C. overnight. After cooling, pour the mixture into water and extract with EtOAc (2×). Wash the extract with water and brine before drying (... The reactants are N1=CC=CC2=CC=CC(=C12)C(=O)O (8-quinolinecarboxylic acid), C(C(=O)Cl)(=O)Cl (oxalyl chloride), CN(C)C=O (DMF), CCN(C(C)C)C(C)C (DIPEA), C(NN)(=O)OC(C)(C)C (t-butyl carbazate). Run in ClCCl (dichloromethane). Conditions: temperature 0 celsius, time 18 hour. The product is N1=CC=CC2=CC=CC(=C12)C(=O)NNC(=O)OC(C)(C)C (1,1-Dimethylethyl 2-(8-quinolinylcarbonyl)hydrazinecarboxylate). As a reaction SMILES: [N:1]1[C:10]2[C:5](=[CH:6][CH:7]=[CH:8][C:9]=2[C:11]([OH:13])=O)[CH:4]=[CH:3][CH:2]=1.C(Cl)(=O)C(Cl)=O.CN(C=O)C.CCN(C(C)C)C(C)C.[C:34]([O:38][C:39]([CH3:42])([CH3:41])[CH3:40])(=[O:37])[NH:35][NH2:36]>ClCCl>[N:1]1[C:10]2[C:5](=[CH:6][CH:7]=[CH:8][C:9]=2[C:11]([NH:36][NH:35][C:34]([O:38][C:39]([CH3:42])([CH3:41])[CH3:40])=[O:37])=[O:13])[CH:4]=[CH:3][CH:2]=1. Reported procedure: To a solution of 8-quinolinecarboxylic acid (750 mg, 4.33 mmol, commercially available from e.g. Sigma-Aldrich, Acros or Apollo) and oxalyl chloride (0.417 ml, 4.76 mmol) in dichloromethane (50 ml) stirred under argon at 0° C. was added neat DMF (34 μl, 0.439 mmol). The reaction mixture was stirred at 0° C. for 18 hr, then evaporated in vacuo and azeotroped with toluene (2×5 ml). The residue was dissolved in dichloromethane (50 ml), and to this were added DIPEA (0.908 ml, 5.20 mmol) and t-butyl ... The reactants are CC(C)(CO)c1ccc(C(=O)Nc2nc3ccc(Br)nc3s2)cc1, CC(=O)Nc1ccc(B2OC(C)(C)C(C)(C)O2)cn1. The product is CC(=O)Nc1ccc(-c2ccc3nc(NC(=O)c4ccc(C(C)(C)CO)cc4)sc3n2)cn1. RXN SMILES: [Br:20][c:21]1[cH:22][cH:23][c:24]2[c:25]([n:26]1)[s:27][c:28]([NH:30][C:31]([c:32]1[cH:33][cH:34][c:35]([C:38]([CH2:39][OH:40])([CH3:41])[CH3:42])[cH:36][cH:37]1)=[O:43])[n:29]2.[CH3:1][C:2]1([CH3:3])[C:4]([CH3:5])([CH3:6])[O:7][B:8]([c:9]2[cH:10][cH:11][c:12]([NH:15][C:16]([CH3:17])=[O:18])[n:13][cH:14]2)[O:19]1>>[c:9]1(-[c:21]2[cH:22][cH:23][c:24]3[c:25]([n:26]2)[s:27][c:28]([NH:30][C:31]([c:32]2[cH:33][cH:34][c:35]([C:38]([CH2:39][OH:40])([CH3:41])[CH3:42])[cH:36][cH:37]2)=[O:43])[n:29]3)[cH:10][cH:11][c:12]([NH:15][C:16]([CH3:17])=[O:18])[n:13][cH:14]1. The reactants are CO, Cl, [Na+], [OH-], COC(=O)c1ccccc1Sc1ccc2nccn2n1. Yields the product O=C(O)c1ccccc1Sc1ccc2nccn2n1. Reaction SMILES: [CH3:24][OH:25].[ClH:23].[Na+:22].[OH-:21].[n:1]1[cH:2][cH:3][n:4]2[n:5][c:6]([S:10][c:11]3[c:12]([C:13](=[O:14])[O:15][CH3:16])[cH:17][cH:18][cH:19][cH:20]3)[cH:7][cH:8][c:9]12>>[n:1]1[cH:2][cH:3][n:4]2[n:5][c:6]([S:10][c:11]3[c:12]([C:13](=[O:14])[OH:15])[cH:17][cH:18][cH:19][cH:20]3)[cH:7][cH:8][c:9]12. Run in C(Cl)Cl (DCM). Yields the product BrC1=CC=C(C=C1)S(=O)(=O)N(C=1C=CC(=C(C(=O)OC)C1)F)CCCCCC (methyl 5-[[(4-bromophenyl)sulfonyl](hexyl)amino]-2-fluorobenzoate). Starting materials: FC1=C(C(=O)OC)C=C(C=C1)NCCCCCC (methyl 2-fluoro-5-(hexylamino)benzoate), BrC1=CC=C(C=C1)S(=O)(=O)Cl (4-bromobenzenesulfonylchloride), C(=O)(O)[O-].[Na+] (NaHCO3), TEA. Reaction conditions: temperature 25 celsius, time 8 hour. RXN SMILES: [F:1][C:2]1[CH:11]=[CH:10][C:9]([NH:12][CH2:13][CH2:14][CH2:15][CH2:16][CH2:17][CH3:18])=[CH:8][C:3]=1[C:4]([O:6][CH3:7])=[O:5].[Br:19][C:20]1[CH:25]=[CH:24][C:23]([S:26](Cl)(=[O:28])=[O:27])=[CH:22][CH:21]=1.C([O-])(O)=O.[Na+]>C(Cl)Cl>[Br:19][C:20]1[CH:25]=[CH:24][C:23]([S:26]([N:12]([CH2:13][CH2:14][CH2:15][CH2:16][CH2:17][CH3:18])[C:9]2[CH:10]=[CH:11][C:2]([F:1])=[C:3]([CH:8]=2)[C:4]([O:6][CH3:7])=[O:5])(=[O:28])=[O:27])=[CH:22][CH:21]=1 |f:2.3|. Reported procedure: To a solution of methyl 2-fluoro-5-(hexylamino)benzoate (800 mg; 3.16 mmol) in anhydrous DCM (50 mL) were added 4-bromobenzenesulfonylchloride. (807 mg; 3.16 mmol) and TEA (0.53 mL). The reaction mixture was stirred overnight at 25° C. under N2 atmosphere. Then the mixture was poured into a saturated solution of NaHCO3 and extracted with DCM (2×200mL). The combined organic layers were washed with a saturated solution of NH4Cl followed by brine, dried over magnesium sulfate, filtrated and the sol... Isolated yield 67.4%.